This data is from the Open Reaction Database (ORD), a public repository of structured organic reaction records. The task is: describe an organic reaction: reactants, conditions, products, and yield Yields the product Cn1c(C(N)=O)cc2cc(O)ccc21. Starting materials: Cn1c(C(N)=O)cc2cc(OCc3ccccc3)ccc21, CO. As a reaction SMILES: [CH3:1][n:2]1[c:3]([C:19]([NH2:20])=[O:21])[cH:4][c:5]2[cH:6][c:7]([O:11][CH2:12][c:13]3[cH:14][cH:15][cH:16][cH:17][cH:18]3)[cH:8][cH:9][c:10]12.[CH3:22][OH:23]>>[CH3:1][n:2]1[c:3]([C:19]([NH2:20])=[O:21])[cH:4][c:5]2[cH:6][c:7]([OH:11])[cH:8][cH:9][c:10]12. Reactants: C(C)(C)[N-]C(C)C.[Li+] (lithium diisopropylamide), C1(=CC=CC=C1)S(=O)(=O)N1C=CC=2C1=NC=CC2 (1-benzenesulfonyl-1H-pyrrolo[2,3-b]pyridine), C(CCC)[Li] (n-butyllithium), CCCCCC (n-hexane), C(C)(C)NC(C)C (diisopropylamine), O1C(CCC1)CC=O ((tetrahydro-furan-2-yl)-acetaldehyde). Solvent: O1CCCC1 (tetrahydrofuran), O1CCCC1 (tetrahydrofuran). Reaction conditions: temperature -78 celsius, time 15 minute. Yields the product C1(=CC=CC=C1)S(=O)(=O)N1C(=CC=2C1=NC=CC2)C(CC2OCCC2)O (1-(1-benzenesulfonyl-1H-pyrrolo[2,3-b]pyridin-2-yl)-2-(tetrahydro-furan-2-yl)-ethanol). Yield: 10.1%. Reaction SMILES: [C:1]1([S:7]([N:10]2[C:14]3=[N:15][CH:16]=[CH:17][CH:18]=[C:13]3[CH:12]=[CH:11]2)(=[O:9])=[O:8])[CH:6]=[CH:5][CH:4]=[CH:3][CH:2]=1.C([N-]C(C)C)(C)C.[Li+].C([Li])CCC.CCCCCC.C(NC(C)C)(C)C.[O:45]1[CH2:49][CH2:48][CH2:47][CH:46]1[CH2:50][CH:51]=[O:52]>O1CCCC1>[C:1]1([S:7]([N:10]2[C:14]3=[N:15][CH:16]=[CH:17][CH:18]=[C:13]3[CH:12]=[C:11]2[CH:51]([OH:52])[CH2:50][CH:46]2[CH2:47][CH2:48][CH2:49][O:45]2)(=[O:9])=[O:8])[CH:2]=[CH:3][CH:4]=[CH:5][CH:6]=1 |f:1.2|. Procedure: To a suspension of 1-benzenesulfonyl-1H-pyrrolo[2,3-b]pyridine (6.16 g, 24 mmol) in dry tetrahydrofuran (150 mL) at −78° C. was added freshly prepared lithium diisopropylamide [prepared by adding 1.6 M n-butyllithium in n-hexane (22.5 mL, 36 mmol) to a 0° C. solution of diisopropylamine (5.4 mL, 38 mmol) in dry tetrahydrofuran (20 mL)] dropwise. The mixture was stirred at −78° C. for 15 min and then treated with (tetrahydro-furan-2-yl)-acetaldehyde (4.9 g, 43 mmol) dropwise. The resulting mixtur... The reactants are CC=1C=C(C2=C(C(=NCC(=N2)NN)C2=CC=C(C=C2)SC)C1)C (7,9-dimethyl-5-[p-(methylthio)phenyl]-3H-1,4-benzodiazepin-2-yl hydrazine), FCC(=O)Br (fluoroacetyl bromide), C(C)(=O)[O-].[Na+] (sodium acetate). The product is CC=1C=C(C2=C(C(=NCC=3N2C(=NN3)CF)C3=CC=C(C=C3)SC)C1)C (8,10-dimethyl-1-(fluoromethyl)-6-[p-(methylthio)phenyl]-4H-s-triazolo[4,3-a][1,4]benzodiazepine). As a reaction SMILES: [CH3:1][C:2]1[CH:3]=[C:4]([CH3:23])[C:5]2[N:11]=[C:10]([NH:12][NH2:13])[CH2:9][N:8]=[C:7]([C:14]3[CH:19]=[CH:18][C:17]([S:20][CH3:21])=[CH:16][CH:15]=3)[C:6]=2[CH:22]=1.[F:24][CH2:25][C:26](Br)=O.C([O-])(=O)C.[Na+]>>[CH3:1][C:2]1[CH:3]=[C:4]([CH3:23])[C:5]2[N:11]3[C:26]([CH2:25][F:24])=[N:13][N:12]=[C:10]3[CH2:9][N:8]=[C:7]([C:14]3[CH:15]=[CH:16][C:17]([S:20][CH3:21])=[CH:18][CH:19]=3)[C:6]=2[CH:22]=1 |f:2.3|. Procedure details: In the manner given in Example 1, 7,9-dimethyl-5-[p-(methylthio)phenyl]-3H-1,4-benzodiazepin-2-yl hydrazine was reacted with fluoroacetyl bromide and after 1.5 hours with sodium acetate, then the mixture was refluxed to give 8,10-dimethyl-1-(fluoromethyl)-6-[p-(methylthio)phenyl]-4H-s-triazolo[4,3-a][1,4]benzodiazepine.